describe an organic reaction: reactants, conditions, products, and yield From a dataset of the Open Reaction Database (ORD), a public repository of structured organic reaction records. Reactants: CN(C(=O)C1=CC=C(C=C1)NC(OC(C)(C)C)=O)C (tert-butyl 4-(dimethylcarbamoyl)phenylcarbamate), C(=O)(O)[O-].[Na+] (NaHCO3). Solvent: CCOC(=O)C (AcOEt), Cl (HCl), CCOC(=O)C (AcOEt). Reaction conditions: time 5 hour. The product is NC1=CC=C(C(=O)N(C)C)C=C1 (4-amino-N,N-dimethylbenzamide). RXN SMILES: [CH3:1][N:2]([CH3:19])[C:3]([C:5]1[CH:10]=[CH:9][C:8]([NH:11]C(=O)OC(C)(C)C)=[CH:7][CH:6]=1)=[O:4].C([O-])(O)=O.[Na+]>CCOC(C)=O.Cl>[NH2:11][C:8]1[CH:9]=[CH:10][C:5]([C:3]([N:2]([CH3:19])[CH3:1])=[O:4])=[CH:6][CH:7]=1 |f:1.2|. Procedure: To a solution of tert-butyl 4-(dimethylcarbamoyl)phenylcarbamate (Int. 73) (1.11 g, 4.21 mmol) in AcOEt (20 ml), HCl 4M in AcOEt (18 ml, 76 mmol) was added, and the mixture stirred for 5 hours at RT. The pH was adjusted at 6/7 by adding NaHCO3 sat. sol. and aqueous phase was extracted with AcOEt (×3). Organic phase was dried over Na2SO4 and evaporated under reduced pressure to give mg 615 of the title product (Int. 74). Starting materials: [Al+3], [H-], [H-], [H-], [H-], [Li+], O=C1COc2c(cnc3ccccc23)N1, [Na+], C1CCOC1, [OH-], O. The product is c1ccc2c3c(cnc2c1)NCCO3. Reaction SMILES: [Al+3:17].[H-:16].[H-:19].[H-:20].[H-:21].[Li+:18].[NH:1]1[C:2](=[O:15])[CH2:3][O:4][c:5]2[c:6]3[cH:7][cH:8][cH:9][cH:10][c:11]3[n:12][cH:13][c:14]21.[Na+:24].[O:25]1[CH2:26][CH2:27][CH2:28][CH2:29]1.[OH-:23].[OH2:22]>>[NH:1]1[CH2:2][CH2:3][O:4][c:5]2[c:6]3[cH:7][cH:8][cH:9][cH:10][c:11]3[n:12][cH:13][c:14]21.